Task: describe an organic reaction: reactants, conditions, products, and yield. Dataset: the Open Reaction Database (ORD), a public repository of structured organic reaction records The reactants are [K+].[Br-] (KBr), ClC=1C=CC(=C(C1)NC(=O)NCC(C1=CC=CC=C1)=O)OC (N-(5-Chloro-2-methoxyphenyl)-N'-(2-oxo-2-phenylethyl) urea), S(O)(O)(=O)=O (sulfuric acid), ice water. Reaction conditions: time 3 hour. Yields the product ClC=1C=CC(=C(C1)N1C(NC=C1)=O)OC (1-(5-Chloro-2-methoxyphenyl)-1,3-dihydro-2H-imidazol-2-one). As a reaction SMILES: [Cl:1][C:2]1[CH:3]=[CH:4][C:5]([O:21][CH3:22])=[C:6]([NH:8][C:9]([NH:11][CH2:12][C:13](=O)C2C=CC=CC=2)=[O:10])[CH:7]=1.S(=O)(=O)(O)O.[K+].[Br-]>>[Cl:1][C:2]1[CH:3]=[CH:4][C:5]([O:21][CH3:22])=[C:6]([N:8]2[CH:13]=[CH:12][NH:11][C:9]2=[O:10])[CH:7]=1 |f:2.3|. Reported procedure: N-(5-Chloro-2-methoxyphenyl)-N'-(2-oxo-2-phenylethyl) urea (4 g, 12.7 mmol) was added to cold (0° C.) concentrated sulfuric acid and stirred for 3 h. The reaction mixture was poured into ice water (2 vol), and extracted with ethyl acetate, washed with saturated NaHCO3 solution and brine before drying over MgSO4. Recrystallization from diethylether/acetonitrile gave 1.35 g (36%).mp 133°-134° C.; IR(KBr, ν=cm-1) 2962, 1628, 1576, 1236, 1144, 1130; 1H NMR (300 MHz, CDCl3) δ3.90 (3H, s), 6.77 (1H, d... The reactants are O=C(O)C(F)(F)F, NC1=NC2(c3ccccc3F)COC(CO)CC2CS1, [Na+], [OH-], O=[N+]([O-])O, O=S(=O)(O)O. The product is NC1=NC2(c3cc([N+](=O)[O-])ccc3F)COC(CO)CC2CS1. RXN SMILES: [F:32][C:33]([F:34])([F:35])[C:36]([OH:37])=[O:38].[NH2:6][C:7]1=[N:8][C:9]2([c:19]3[c:20]([F:25])[cH:21][cH:22][cH:23][cH:24]3)[CH2:10][O:11][CH:12]([CH2:17][OH:18])[CH2:13][CH:14]2[CH2:15][S:16]1.[Na+:31].[OH-:30].[OH:26][N+:27]([O-:28])=[O:29].[S:1](=[O:2])(=[O:3])([OH:4])[OH:5]>>[NH2:6][C:7]1=[N:8][C:9]2([c:19]3[c:20]([F:25])[cH:21][cH:22][c:23]([N+:27](=[O:26])[O-:28])[cH:24]3)[CH2:10][O:11][CH:12]([CH2:17][OH:18])[CH2:13][CH:14]2[CH2:15][S:16]1. Starting materials: CON(C)C(=O)CCC(NC(=O)OC(C)(C)C)(NC(=O)OC(C)(C)C)C(=O)OCc1ccccc1, CC(C)C[AlH]CC(C)C, CCCCCC. The product is CC(C)(C)OC(=O)NC(CCC=O)(NC(=O)OC(C)(C)C)C(=O)OCc1ccccc1. As a reaction SMILES: [CH2:10]([c:11]1[cH:12][cH:13][cH:14][cH:15][cH:16]1)[O:17][C:18]([C:19]([CH2:20][CH2:21][C:22]([N:23]([O:24][CH3:25])[CH3:26])=[O:27])([NH:28][C:29](=[O:30])[O:31][C:32]([CH3:33])([CH3:34])[CH3:35])[NH:36][C:37](=[O:38])[O:39][C:40]([CH3:41])([CH3:42])[CH3:43])=[O:44].[CH3:1][CH:2]([CH2:3][AlH:4][CH2:5][CH:6]([CH3:7])[CH3:8])[CH3:9].[CH3:45][CH2:46][CH2:47][CH2:48][CH2:49][CH3:50]>>[CH2:10]([c:11]1[cH:12][cH:13][cH:14][cH:15][cH:16]1)[O:17][C:18]([C:19]([CH2:20][CH2:21][CH:22]=[O:27])([NH:28][C:29](=[O:30])[O:31][C:32]([CH3:33])([CH3:34])[CH3:35])[NH:36][C:37](=[O:38])[O:39][C:40]([CH3:41])([CH3:42])[CH3:43])=[O:44]. The reactants are N[C@@H]1[C@@H](CN(CC1)C(=O)OC(C)(C)C)F ((cis)-tert-Butyl 4-amino-3-fluoropiperidine-1-carboxylate), FC(S(=O)(=O)OC=1C=CC=C2C=CC(=NC12)C1=CN=C2N1C=CC(=C2)OCCOC)(F)F (2-(7-(2-methoxyethoxy)imidazo[1,2-a]pyridin-3-yl)quinolin-8-yl trifluoromethanesulfonate), C(=O)([O-])[O-].[Cs+].[Cs+] (Cs2CO3). Reagents/catalysts: C=1C=CC(=CC1)/C=C/C(=O)/C=C/C2=CC=CC=C2.C=1C=CC(=CC1)/C=C/C(=O)/C=C/C2=CC=CC=C2.C=1C=CC(=CC1)/C=C/C(=O)/C=C/C2=CC=CC=C2.[Pd].[Pd] (Pd2dba3), C=1C=CC(=CC1)P(C=2C=CC=CC2)C3=CC=C4C=CC=CC4=C3C5=C6C=CC=CC6=CC=C5P(C=7C=CC=CC7)C=8C=CC=CC8 (BINAP). Solvent: C1(=CC=CC=C1)C (toluene). Yields the product F[C@@H]1CN(CC[C@@H]1NC=1C=CC=C2C=CC(=NC12)C1=CN=C2N1C=CC(=C2)OCCOC)C(=O)OC(C)(C)C ((cis)-tert-butyl 3-fluoro-4-(2-(7-(2-methoxyethoxy)imidazo[1,2-a]pyridin-3-yl)quinolin-8-ylamino)piperidine-1-carboxylate). The yield is 109.4%. As a reaction SMILES: [NH2:1][C@H:2]1[CH2:7][CH2:6][N:5]([C:8]([O:10][C:11]([CH3:14])([CH3:13])[CH3:12])=[O:9])[CH2:4][C@H:3]1[F:15].FC(F)(F)S(O[C:22]1[CH:23]=[CH:24][CH:25]=[C:26]2[C:31]=1[N:30]=[C:29]([C:32]1[N:36]3[CH:37]=[CH:38][C:39]([O:41][CH2:42][CH2:43][O:44][CH3:45])=[CH:40][C:35]3=[N:34][CH:33]=1)[CH:28]=[CH:27]2)(=O)=O.C([O-])([O-])=O.[Cs+].[Cs+]>C1C=CC(/C=C/C(/C=C/C2C=CC=CC=2)=O)=CC=1.C1C=CC(/C=C/C(/C=C/C2C=CC=CC=2)=O)=CC=1.C1C=CC(/C=C/C(/C=C/C2C=CC=CC=2)=O)=CC=1.[Pd].[Pd].C1C=CC(P(C2C(C3C(P(C4C=CC=CC=4)C4C=CC=CC=4)=CC=C4C=3C=CC=C4)=C3C(C=CC=C3)=CC=2)C2C=CC=CC=2)=CC=1.C1(C)C=CC=CC=1>[F:15][C@H:3]1[C@@H:2]([NH:1][C:22]2[CH:23]=[CH:24][CH:25]=[C:26]3[C:31]=2[N:30]=[C:29]([C:32]2[N:36]4[CH:37]=[CH:38][C:39]([O:41][CH2:42][CH2:43][O:44][CH3:45])=[CH:40][C:35]4=[N:34][CH:33]=2)[CH:28]=[CH:27]3)[CH2:7][CH2:6][N:5]([C:8]([O:10][C:11]([CH3:12])([CH3:14])[CH3:13])=[O:9])[CH2:4]1 |f:2.3.4,5.6.7.8.9|. Reported procedure: (cis)-tert-Butyl 4-amino-3-fluoropiperidine-1-carboxylate (0.040 g, 0.18 mmol) was combined with 2-(7-(2-methoxyethoxy)imidazo[1,2-a]pyridin-3-yl)quinolin-8-yl trifluoromethanesulfonate (Steps 1A-1D; 0.065 g, 0.140 mmol), micronized Cs2CO3 (0.064 g, 0.197 mmol), BINAP-racemic (0.0087 g, 0.014 mmol) and Pd2dba3 (0.0064 g, 0.0070 mmol). The mixture was treated with toluene (0.75 mL), degassed with argon and heated to reflux for 16 hours. The reaction was cooled, diluted with CHCl3 and purified by ...